This data is from the Open Reaction Database (ORD), a public repository of structured organic reaction records. The task is: describe an organic reaction: reactants, conditions, products, and yield Starting materials: C(O)([O-])=O.[Na+] (sodium hydrogen carbonate), Cl (HCl), [BH4-].[Na+] (Sodium borohydride), N1=C2C(=NO1)C=C(C=C2)CCN2CCC1(CC2)OC2=C(C(C1)=O)C=C(C=C2)NS(=O)(=O)C (3,4-dihydro-1'-[2-(benzofurazan-5-yl)ethyl]-6-methanesulfonamidospiro[(2H)-1-benzopyran-2,4'-piperidine]-4-one). Run in C(C)O (ethanol), C(C)(=O)OCC (ethyl acetate). Reaction conditions: time 16 hour. The product is Cl.N1=C2C(=NO1)C=C(C=C2)CCN2CCC1(CC2)OC2=C(C(C1)O)C=C(C=C2)NS(=O)(=O)C ((±)-3,4-Dihydro-1'-[2-(benzofurazan-5-yl)ethyl]-6-methanesulfonamido-spiro[(2H)-1-benzopyran-2,4'-piperidine]-4-ol hydrochloride). Yield: 65.0%. Reaction SMILES: [BH4-].[Na+].[N:3]1[O:7][N:6]=[C:5]2[CH:8]=[C:9]([CH2:12][CH2:13][N:14]3[CH2:19][CH2:18][C:17]4([CH2:24][C:23](=[O:25])[C:22]5[CH:26]=[C:27]([NH:30][S:31]([CH3:34])(=[O:33])=[O:32])[CH:28]=[CH:29][C:21]=5[O:20]4)[CH2:16][CH2:15]3)[CH:10]=[CH:11][C:4]=12.C(=O)([O-])O.[Na+].[ClH:40]>C(O)C.C(OCC)(=O)C>[ClH:40].[N:3]1[O:7][N:6]=[C:5]2[CH:8]=[C:9]([CH2:12][CH2:13][N:14]3[CH2:19][CH2:18][C:17]4([CH2:24][CH:23]([OH:25])[C:22]5[CH:26]=[C:27]([NH:30][S:31]([CH3:34])(=[O:32])=[O:33])[CH:28]=[CH:29][C:21]=5[O:20]4)[CH2:16][CH2:15]3)[CH:10]=[CH:11][C:4]=12 |f:0.1,3.4,8.9|. Procedure: Sodium borohydride (7.5 mg, 0.2 mmol) was added to a stirred suspension of 3,4-dihydro-1'-[2-(benzofurazan-5-yl)ethyl]-6-methanesulfonamidospiro[(2H)-1-benzopyran-2,4'-piperidine]-4-one [prepared as described in Example 94, Step B](45.6 mg, 0.1 mmol) in ethanol (2 ml). The mixture was stirred for 16 hours, then poured into aqueous sodium hydrogen carbonate (saturated, 10 ml) and extracted with dichloromethane (3×10 ml). The combined organic fractions were dried (Na2SO4) and evaporated under redu...